Task: describe an organic reaction: reactants, conditions, products, and yield. Dataset: the Open Reaction Database (ORD), a public repository of structured organic reaction records Starting materials: C1(OC(C(Cl)(Cl)O1)(Cl)Cl)=O (tetrachloroethylene carbonate), tertiary amine, amide, Cl (hydrogen chloride), C1(OC(C(Cl)(Cl)O1)(Cl)Cl)=O (tetrachloroethylene carbonate). The product is C(C(=O)Cl)(=O)Cl (oxalyl chloride), C(=O)(Cl)Cl (phosgene). Reaction SMILES: Cl.C1(=O)[O:8][C:5]([Cl:7])([Cl:6])[C:4](Cl)([Cl:9])[O:3]1>>[C:4]([Cl:9])(=[O:3])[C:5]([Cl:6])=[O:8].[C:5]([Cl:7])([Cl:6])=[O:8]. Procedure: Broadly stated, the invention is a process for producing oxalyl chloride comprising: contacting ethylene carbonate with chlorine in a reaction vessel at a temperature in the range of about 70° to 100° C.; continuously circulating the above reaction mixture from the reaction vessel through an illuminated reaction zone of reduced cross-sectional area relative to that of the reaction vessel, and back into the reaction vessel to form tetrachloroethylene carbonate and hydrogen chloride; venting the h... Reactants: C(C)(=O)NC1=CC=C(C(=S)N2CCCCC2)C=C1 (1-(4-Acetamidothiobenzoyl)piperidine), C(C)O (ethanol), S(O)(O)(=O)=O (sulphuric acid). The solvent is O (water). Reaction conditions: temperature 40 celsius. Yields the product NC1=CC=C(C(=S)N2CCCCC2)C=C1 (1-(4-Aminothiobenzoyl)piperidine). Reaction SMILES: C([NH:4][C:5]1[CH:18]=[CH:17][C:8]([C:9]([N:11]2[CH2:16][CH2:15][CH2:14][CH2:13][CH2:12]2)=[S:10])=[CH:7][CH:6]=1)(=O)C.C(O)C.S(=O)(=O)(O)O>O>[NH2:4][C:5]1[CH:18]=[CH:17][C:8]([C:9]([N:11]2[CH2:12][CH2:13][CH2:14][CH2:15][CH2:16]2)=[S:10])=[CH:7][CH:6]=1. Reported procedure: 1-(4-Acetamidothiobenzoyl)piperidine (131.2 g, 0.5 mole), ethanol (500 ml), water (1 l) and concentrated sulphuric acid (125 ml) were mixed together and refluxed for 16 hours with stirring; nearly all the solid dissolved during the first hour. The reaction mixture was cooled to about 40°C and filtered quickly to remove any insoluble material. The filtrate was then made alkaline with 6N sodium hydroxide solution using external ice-cooling. The yellow crystalline solid was filtered off, washed wit... Procedure details: To a solution of (2S,4R)-1-tert-butyl 2-methyl 4-(3-fluoro-4-(5-(1-phenylcyclopropyl)-thiazolo[5,4-b]pyridine-2-yl)phenyl)pyrrolidine-1,2-dicarboxylate (0.100 g, 0.17 mmol) in 2 mL THF was added sodium hydroxide (0.70 mL, 0.70 mmol). The yellow cloudy reaction mixture was diluted with 0.7 mL water, and stirred rapidly at ambient temperature. After 6 h, the reaction mixture was quenched with ice and 5 N HCl until slightly acidic. The aq. Layer was extracted with DCM and the combined extracts were... The product is C(C)(C)(C)OC(=O)N1[C@@H](C[C@@H](C1)C1=CC(=C(C=C1)C=1SC2=NC(=CC=C2N1)C1(CC1)C1=CC=CC=C1)F)C(=O)O ((2S,4R)-1-(tert-butoxycarbonyl)-4-(3-fluoro-4-(5-(1-phenylcyclopropyl)thiazolo-[5,4-b]pyridine-2-yl)phenyl)pyrrolidine-2-carboxylic acid). As a reaction SMILES: [F:1][C:2]1[CH:3]=[C:4]([C@@H:26]2[CH2:30][N:29]([C:31]([O:33][C:34]([CH3:37])([CH3:36])[CH3:35])=[O:32])[C@H:28]([C:38]([O:40]C)=[O:39])[CH2:27]2)[CH:5]=[CH:6][C:7]=1[C:8]1[S:9][C:10]2[C:15]([N:16]=1)=[CH:14][CH:13]=[C:12]([C:17]1([C:20]3[CH:25]=[CH:24][CH:23]=[CH:22][CH:21]=3)[CH2:19][CH2:18]1)[N:11]=2.[OH-].[Na+]>C1COCC1.O>[C:34]([O:33][C:31]([N:29]1[CH2:30][C@@H:26]([C:4]2[CH:5]=[CH:6][C:7]([C:8]3[S:9][C:10]4[C:15]([N:16]=3)=[CH:14][CH:13]=[C:12]([C:17]3([C:20]5[CH:21]=[CH:22][CH:23]=[CH:24][CH:25]=5)[CH2:19][CH2:18]3)[N:11]=4)=[C:2]([F:1])[CH:3]=2)[CH2:27][C@H:28]1[C:38]([OH:40])=[O:39])=[O:32])([CH3:37])([CH3:35])[CH3:36] |f:1.2|. Reactants: FC=1C=C(C=CC1C=1SC2=NC(=CC=C2N1)C1(CC1)C1=CC=CC=C1)[C@H]1C[C@H](N(C1)C(=O)OC(C)(C)C)C(=O)OC ((2S,4R)-1-tert-butyl 2-methyl 4-(3-fluoro-4-(5-(1-phenylcyclopropyl)-thiazolo[5,4-b]pyridine-2-yl)phenyl)pyrrolidine-1,2-dicarboxylate), [OH-].[Na+] (sodium hydroxide). Reaction conditions: time 6 hour. Solvent: O (water), C1CCOC1 (THF). The reactants are C=1C=CC(=CC1)N=NC=2C=CC(=CC2N)N.Cl (chrysoidine), ClS(=O)(=O)O (chlorosulfonic acid), C=1C=CC(=CC1)N=NC=2C=CC(=CC2N)N.Cl.S(=O)(=O)(O)Cl (chrysoidine sulfochloride), C(CCCCCCCCCCCCCCCCC)N (stearyl amine), C=1C=CC(=CC1)N=NC=2C=CC(=CC2N)N.Cl.S(=O)(=O)(O)Cl (chrysoidine sulfochloride). Solvent: ice water. Run at temperature 20 celsius, time 2 hour. Yields the product C=1C=CC(=CC1)N=NC=2C=CC(=CC2N)N.Cl.C(CCCCCCCCCCCCCCCCC)NS(=O)=O (chrysoidine N-stearylsulfonamide). As a reaction SMILES: [CH:1]1[CH:2]=[CH:3][C:4]([N:7]=[N:8][C:9]2[CH:10]=[CH:11][C:12]([NH2:16])=[CH:13][C:14]=2[NH2:15])=[CH:5][CH:6]=1.Cl.[Cl:18][S:19]([OH:22])(=O)=[O:20].C1C=CC(N=NC2C=CC(N)=CC=2N)=CC=1.Cl.S(Cl)(O)(=O)=O.[CH2:45]([NH2:63])[CH2:46][CH2:47][CH2:48][CH2:49][CH2:50][CH2:51][CH2:52][CH2:53][CH2:54][CH2:55][CH2:56][CH2:57][CH2:58][CH2:59][CH2:60][CH2:61][CH3:62]>>[CH:1]1[CH:6]=[CH:5][C:4]([N:7]=[N:8][C:9]2[CH:10]=[CH:11][C:12]([NH2:16])=[CH:13][C:14]=2[NH2:15])=[CH:3][CH:2]=1.[ClH:18].[CH2:45]([NH:63][SH:19](=[O:22])=[O:20])[CH2:46][CH2:47][CH2:48][CH2:49][CH2:50][CH2:51][CH2:52][CH2:53][CH2:54][CH2:55][CH2:56][CH2:57][CH2:58][CH2:59][CH2:60][CH2:61][CH3:62] |f:0.1,3.4.5,7.8.9|. Procedure details: A mixture of 4 g of chrysoidine and 20 g of chlorosulfonic acid was stirred at a temperature lower than 20° C. for 2 hours and poured in ice water to salt out chrysoidine sulfochloride. Then 5 g of chrysoidine sulfochloride were reacted with 20 g of stearyl amine molten at 70° C. The reaction product was extracted with benzene and benzene was evaporated yield the intended chrysoidine-N-stearylsulfonamide. A liquid developer was prepared by dispersing 0.1 g of the resulting product in 1 liter of ...